This data is from the Open Reaction Database (ORD), a public repository of structured organic reaction records. The task is: describe an organic reaction: reactants, conditions, products, and yield The reactants are C1(=CC=C(C=C1)S(=O)(=O)O)C (p-toluenesulfonic acid), C(C1=CC=CC=C1)(=O)SC[C@H](C(=O)N1[C@H](C(=O)OC(C2=CC=CC=C2)C2=CC=CC=C2)CC(C1)OC1=CC=C(C=C1)C=COC)C ((S)-1-[(S)-3-(benzoylthio)-2-methyl-1-oxopropyl]-4-[4-(2-methoxyethenyl)phenoxy]-L-proline, diphenylmethyl ester), NC1=C(C=C(C(=C1)Cl)S(=O)(=O)N)S(=O)(=O)NC (4-amino-6-chloro-N3 -methyl-1,3-benzenedisulfonamide), C1(=CC=CC=C1)OC (anisole). Solvent: C(C)#N (acetonitrile). The product is NS(=O)(=O)C1=CC2=C(NC(N(S2(=O)=O)C)CC2=CC=C(OC3C[C@H](N(C3)C([C@@H](CSC(C3=CC=CC=C3)=O)C)=O)C(=O)O)C=C2)C=C1Cl ((S)-4-[4-[[7-(aminosulfonyl)-6-chloro-3,4-dihydro-2-methyl-1,1-dioxo-2H-1,2,4-benzothiadiazin-3-yl]methyl]phenoxy]-1-[(S)-3-(benzoylthio)-2-methyl-1-oxopropyl]-L-proline). Reaction SMILES: [C:1]([S:9][CH2:10][C@@H:11]([CH3:46])[C:12]([N:14]1[CH2:34][CH:33]([O:35][C:36]2[CH:41]=[CH:40][C:39]([CH:42]=COC)=[CH:38][CH:37]=2)[CH2:32][C@H:15]1[C:16]([O:18]C(C1C=CC=CC=1)C1C=CC=CC=1)=[O:17])=[O:13])(=[O:8])[C:2]1[CH:7]=[CH:6][CH:5]=[CH:4][CH:3]=1.[NH2:47][C:48]1[CH:53]=[C:52]([Cl:54])[C:51]([S:55]([NH2:58])(=[O:57])=[O:56])=[CH:50][C:49]=1[S:59]([NH:62][CH3:63])(=[O:61])=[O:60].[C:64]1(OC)C=CC=CC=1.C1(C)C=CC(S(O)(=O)=O)=CC=1>C(#N)C>[NH2:58][S:55]([C:51]1[C:52]([Cl:54])=[CH:53][C:48]2[NH:47][CH:63]([CH2:42][C:39]3[CH:38]=[CH:37][C:36]([O:35][CH:33]4[CH2:34][N:14]([C:12](=[O:13])[C@H:11]([CH3:46])[CH2:10][S:9][C:1](=[O:8])[C:2]5[CH:3]=[CH:4][CH:5]=[CH:6][CH:7]=5)[C@H:15]([C:16]([OH:18])=[O:17])[CH2:32]4)=[CH:41][CH:40]=3)[N:62]([CH3:64])[S:59](=[O:61])(=[O:60])[C:49]=2[CH:50]=1)(=[O:56])=[O:57]. Procedure details: A mixture of (S)-1-[(S)-3-(benzoylthio)-2-methyl-1-oxopropyl]-4-[4-(2-methoxyethenyl)phenoxy]-L-proline, diphenylmethyl ester (4.0 g., 6.3 mmole), 4-amino-6-chloro-N3 -methyl-1,3-benzenedisulfonamide (1.89 g., 1 eq.), 4 ml. anisole, and 130 mg. p-toluenesulfonic acid in 200 ml. of acetonitrile is refluxed. 80 ml. of acetonitrile is distilled off in order to azeotrope off water. The reaction appears to be complete as soon as the distillation is finished. The reaction solution is evaporated and th... The reactants are C(#CC(=O)OC)C(=O)OC (Dimethyl acetylenedicarboxylate), C=CC(=C)Cl (chloroprene). Yields the product ClC=1CC(=C(C(=O)OC)CC1)C(=O)OC (Dimethyl 4-chloro-3,6-dihydrophthalate). The yield is 100.0%. RXN SMILES: [C:1]([C:7]([O:9][CH3:10])=[O:8])#[C:2][C:3]([O:5][CH3:6])=[O:4].[CH2:11]=[CH:12][C:13]([Cl:15])=[CH2:14]>>[Cl:15][C:13]1[CH2:14][C:1]([C:7]([O:9][CH3:10])=[O:8])=[C:2]([CH2:11][CH:12]=1)[C:3]([O:5][CH3:6])=[O:4]. Procedure: Dimethyl acetylenedicarboxylate (6.3 g) and chloroprene (6.2 g) were heated at 50° C. for 25 hours. The reaction mixture was distilled under reduced pressure and the fraction boiling at 135° to 138° C. at 2.5 torr was collected. The thick oil weighed 4.6 g (100% yield based on unreacted dimethyl acetylenedicarboxylate). Solvent: C1CCOC1 (THF). Conditions: temperature 125 celsius. Procedure: A mixture of 10-bromo-6,11-dihydro-5H-dibenzo[b,e]azepine (0.008 mol), potassium acetate (4 g), Pd(OAc)2 (0.04 g) and 1,1′-(1,3-propanediyl)bis[1,1-d]phenyl-phosphine (0.16 g) in methanol (100 mL) and THF (100 mL) was placed in a pressure reactor and pressurized with CO gas up to 50 kg/square cm. The reaction mixture was heated at 125° C. for 16 hours, then cooled, filtered over dicalite, and the solvent was evaporated. The residue was partitioned between CH2Cl2 and water. The organic layer was ... Reagents/catalysts: CC(=O)[O-].CC(=O)[O-].[Pd+2] (Pd(OAc)2). As a reaction SMILES: Br[C:2]1[C:7]2[CH2:8][C:9]3[CH:16]=[CH:15][CH:14]=[CH:13][C:10]=3[NH:11][CH2:12][C:6]=2[CH:5]=[CH:4][CH:3]=1.[C:17]([O-:20])(=[O:19])C.[K+].[CH3:22]O>C1COCC1.CC([O-])=O.CC([O-])=O.[Pd+2]>[CH3:22][O:20][C:17]([C:2]1[C:7]2[CH2:8][C:9]3[CH:16]=[CH:15][CH:14]=[CH:13][C:10]=3[NH:11][CH2:12][C:6]=2[CH:5]=[CH:4][CH:3]=1)=[O:19] |f:1.2,5.6.7|. Yields the product COC(=O)C1=CC=CC2=C1CC1=C(NC2)C=CC=C1 (6,11-Dihydro-5H-dibenzo[b,e]azepine-10-carboxylic acid methyl ester). Reactants: BrC1=CC=CC2=C1CC1=C(NC2)C=CC=C1 (10-bromo-6,11-dihydro-5H-dibenzo[b,e]azepine), C(C)(=O)[O-].[K+] (potassium acetate), 1,1′-(1,3-propanediyl)bis[1,1-d]phenyl-phosphine, CO (methanol).